Dataset: the Open Reaction Database (ORD), a public repository of structured organic reaction records. Task: describe an organic reaction: reactants, conditions, products, and yield Reactants: N1CCNCC1 (piperazine), ClCC(=O)NC1=C(C(=O)OC)C=CC=C1 (methyl o-(α-chloroacetylamino)benzoate). Solvent: C(C)O (ethanol). Product: COC(=O)C1=C(NC(CN2CCNCC2)=O)C=CC=C1 (o-methoxycarbonyl-α-(1-piperazinyl)-acetanilide). As a reaction SMILES: [NH:1]1[CH2:6][CH2:5][NH:4][CH2:3][CH2:2]1.Cl[CH2:8][C:9]([NH:11][C:12]1[CH:21]=[CH:20][CH:19]=[CH:18][C:13]=1[C:14]([O:16][CH3:17])=[O:15])=[O:10]>C(O)C>[CH3:17][O:16][C:14]([C:13]1[CH:18]=[CH:19][CH:20]=[CH:21][C:12]=1[NH:11][C:9](=[O:10])[CH2:8][N:1]1[CH2:6][CH2:5][NH:4][CH2:3][CH2:2]1)=[O:15]. Procedure: 4.3 Grams of piperazine was added to 50 ml of ethanol, to this solution was added 2.3 g of methyl o-(α-chloroacetylamino)benzoate at a temperature of 40°-50° C. with stirring. The reaction mixture was stirred at the same temperature for 3 hours, then the reaction mixture was concentrated, to the obtained residue was added 20 ml of water, then saturated with sodium chloride, and extracted with chloroform. The chloroform layer was washed with a 10%-sodium hydroxide solution, then washed with a sma... Reactants: BrB(Br)Br, ClCCl, COc1c(C)cc(CCCCO)cc1C. The product is Cc1cc(CCCCO)cc(C)c1O. As a reaction SMILES: [B:16]([Br:17])([Br:18])[Br:19].[CH2:20]([Cl:21])[Cl:22].[CH3:1][c:2]1[cH:3][c:4]([CH2:11][CH2:12][CH2:13][CH2:14][OH:15])[cH:5][c:6]([CH3:10])[c:7]1[O:8][CH3:9]>>[CH3:1][c:2]1[cH:3][c:4]([CH2:11][CH2:12][CH2:13][CH2:14][OH:15])[cH:5][c:6]([CH3:10])[c:7]1[OH:8]. Starting materials: OB(O)c1cc(F)cc(F)c1, Cc1nn(-c2ccc(CCO)cc2)c(C)c1I. Product: Cc1nn(-c2ccc(CCO)cc2)c(C)c1-c1cc(F)cc(F)c1. Reaction SMILES: [F:18][c:19]1[cH:20][c:21]([B:26]([OH:27])[OH:28])[cH:22][c:23]([F:25])[cH:24]1.[I:1][c:2]1[c:3]([CH3:17])[n:4][n:5](-[c:8]2[cH:9][cH:10][c:11]([CH2:14][CH2:15][OH:16])[cH:12][cH:13]2)[c:6]1[CH3:7]>>[c:2]1(-[c:21]2[cH:20][c:19]([F:18])[cH:24][c:23]([F:25])[cH:22]2)[c:3]([CH3:17])[n:4][n:5](-[c:8]2[cH:9][cH:10][c:11]([CH2:14][CH2:15][OH:16])[cH:12][cH:13]2)[c:6]1[CH3:7]. The reactants are C1COCCO1, Cl, COC(=O)c1cnc2c(ccn2S(=O)(=O)c2ccc(C)cc2)n1. Product: Cc1ccc(S(=O)(=O)n2ccc3nc(C(=O)O)cnc32)cc1. RXN SMILES: [CH2:25]1[O:26][CH2:27][CH2:28][O:29][CH2:30]1.[ClH:1].[S:2](=[O:3])(=[O:4])([c:5]1[cH:6][cH:7][c:8]([CH3:9])[cH:10][cH:11]1)[n:12]1[cH:13][cH:14][c:15]2[c:16]1[n:17][cH:18][c:19]([C:21](=[O:22])[O:23][CH3:24])[n:20]2>>[S:2](=[O:3])(=[O:4])([c:5]1[cH:6][cH:7][c:8]([CH3:9])[cH:10][cH:11]1)[n:12]1[cH:13][cH:14][c:15]2[c:16]1[n:17][cH:18][c:19]([C:21](=[O:22])[OH:23])[n:20]2. The reactants are OC1=C(C2=CC=CC=C2C=C1)C=O (2-hydroxy-1-naphthaldehyde), C(C=1C(O)=CC=CC1)(=O)NN (salicylic hydrazide). The product is OC1=C(C2=CC=CC=C2C=C1)C=NNC(C=1C(O)=CC=CC1)=O (Salicylic (2-hydroxy-1-naphthylmethylene) hydrazide). Isolated yield 74.0%. Reaction SMILES: [OH:1][C:2]1[CH:11]=[CH:10][C:9]2[C:4](=[CH:5][CH:6]=[CH:7][CH:8]=2)[C:3]=1[CH:12]=O.[C:14]([NH:23][NH2:24])(=[O:22])[C:15]1[C:16](=[CH:18][CH:19]=[CH:20][CH:21]=1)[OH:17]>>[OH:1][C:2]1[CH:11]=[CH:10][C:9]2[C:4](=[CH:5][CH:6]=[CH:7][CH:8]=2)[C:3]=1[CH:12]=[N:24][NH:23][C:14](=[O:22])[C:15]1[C:16](=[CH:18][CH:19]=[CH:20][CH:21]=1)[OH:17]. Reported procedure: Following the general procedure of Example 1, condensation of 2-hydroxy-1-naphthaldehyde and salicylic hydrazide yielded a pale yellow solid (74%): mp 265° C.; 1H NMR d 12.32 (s, 1 H), 11.65 (br s, 1 H), 11.36 (br s, 1 H), 9.09 (s, 1 H), 7.84 (d, 1 H, J=7.5 Hz), 7.43 (m, 3 H), 7.13 (t, 1 H, J=6.0 Hz), 7.01 (t, 1 H, J=6.6 Hz), 6.83 (t, 1H, J=6.9 Hz), 6.77 (d, 1H, J=8.4 Hz), 6.57 (m, 2 H); 13C NMR d 163.72, 158.58, 157.88, 147.40, 133.75, 132.63, 131.42, 128.64, 128.49, 127.53, 127.44, 123.27, 120... The reactants are O=C([O-])[O-], COc1ccc(O)c2c1C(=O)N(Cc1ccccc1)S2=O, CCC(C)=O, COCCOCCBr, [K+], [K+]. The product is COCCOCCOc1ccc(OC)c2c1S(=O)N(Cc1ccccc1)C2=O. Reaction SMILES: [C:30](=[O:31])([O-:32])[O-:33].[CH2:1]([c:2]1[cH:3][cH:4][cH:5][cH:6][cH:7]1)[N:8]1[S:9](=[O:21])[c:10]2[c:11]([c:14]([O:19][CH3:20])[cH:15][cH:16][c:17]2[OH:18])[C:12]1=[O:13].[CH2:36]([C:37]([CH3:38])=[O:39])[CH3:40].[CH3:22][O:23][CH2:24][CH2:25][O:26][CH2:27][CH2:28][Br:29].[K+:34].[K+:35]>>[CH2:1]([c:2]1[cH:3][cH:4][cH:5][cH:6][cH:7]1)[N:8]1[S:9](=[O:21])[c:10]2[c:11]([c:14]([O:19][CH3:20])[cH:15][cH:16][c:17]2[O:18][CH2:28][CH2:27][O:26][CH2:25][CH2:24][O:23][CH3:22])[C:12]1=[O:13].